This data is from the Open Reaction Database (ORD), a public repository of structured organic reaction records. The task is: describe an organic reaction: reactants, conditions, products, and yield Reactants: CO (methanol), COC=1C(=NC(=C(N1)C)C)C(=O)OC (methyl 3-methoxy-5,6-dimethylpyrazine-2-carboxylate), NCC1N(CCC1)CC (2-aminomethyl-1-ethylpyrrolidine), C=O (methanal). Solvent: ClCCl (dichloromethane), O (water), C(Cl)(Cl)Cl (chloroform). Yields the product C(C)N1C(CCC1)CNC(=O)C1=NC(=C(N=C1OC)C)C (N-(1 -ethylpyrrolidin-2-ylmethyl)-3-methoxy-5,6-dimethylpyrazine-2-carboxamide). Reaction SMILES: CO.[CH3:3][O:4][C:5]1[C:6]([C:13]([O:15]C)=O)=[N:7][C:8]([CH3:12])=[C:9]([CH3:11])[N:10]=1.[NH2:17][CH2:18][CH:19]1[CH2:23][CH2:22][CH2:21][N:20]1[CH2:24][CH3:25].C=O>C(Cl)(Cl)Cl.ClCCl.O>[CH2:24]([N:20]1[CH2:21][CH2:22][CH2:23][CH:19]1[CH2:18][NH:17][C:13]([C:6]1[C:5]([O:4][CH3:3])=[N:10][C:9]([CH3:11])=[C:8]([CH3:12])[N:7]=1)=[O:15])[CH3:25]. Procedure: To 20 ml. of methanol there was added 1.0 g of methyl 3-methoxy-5,6-dimethylpyrazine-2-carboxylate and 1.5 g of 2-aminomethyl-1-ethylpyrrolidine and the mixture was refluxed for 30 hours. The methanol was distilled off under reduced pressure from the reaction mixture, the residue thus obtained was added to a mixture of 20 ml. of water and 20 ml of dichloromethane and mixed well. The organic layer that was separated was acidified with an aqueous hydrochloric acid and extracted three times each ti... The reactants are C=C(C)c1cc(C#N)cc2nc(-c3ccc(C(=O)OC)cc3)oc12, [H][H], C1CCOC1. Product: COC(=O)c1ccc(-c2nc3cc(C#N)cc(C(C)C)c3o2)cc1. RXN SMILES: [C:1](#[N:2])[c:3]1[cH:4][c:5]([C:22](=[CH2:23])[CH3:24])[c:6]2[c:7]([n:8][c:9](-[c:11]3[cH:12][cH:13][c:14]([C:15](=[O:16])[O:17][CH3:18])[cH:19][cH:20]3)[o:10]2)[cH:21]1.[H:25][H:26].[O:27]1[CH2:28][CH2:29][CH2:30][CH2:31]1>>[C:1](#[N:2])[c:3]1[cH:4][c:5]([CH:22]([CH3:23])[CH3:24])[c:6]2[c:7]([n:8][c:9](-[c:11]3[cH:12][cH:13][c:14]([C:15](=[O:16])[O:17][CH3:18])[cH:19][cH:20]3)[o:10]2)[cH:21]1. Conditions: time 2 hour. Run in C(Cl)Cl (DCM), C(Cl)Cl (DCM), CCOC(=O)C (EtOAc). Reported procedure: (Ref: Angew. Chem. Int. Ed., 48:914-917 (2009)). To a stirred suspension of 3-chloro-2-fluorobenzaldehyde (1.308 g, 8.25 mmol) and Cs2CO3 (4.03 g, 12.38 mmol) in DCM (10 mL) was added a solution of (R)-2-methylpropane-2-sulfinamide (1 g, 8.25 mmol) in DCM (50 mL) dropwise for 10 min. The solution was then stirred for 2 h at rt. LC/MS indicated that the reaction was complete. The reaction mixture was then diluted with EtOAc (50 mL) and washed with brine (20 mL×3). The organic layers were dried ov... Product: ClC=1C(=C(\C=N\[S@](=O)C(C)(C)C)C=CC1)F ((R,E)-N-(3-chloro-2-fluorobenzylidene)-2-methylpropane-2-sulfinamide). Reactants: ClC=1C(=C(C=O)C=CC1)F (3-chloro-2-fluorobenzaldehyde), C(=O)([O-])[O-].[Cs+].[Cs+] (Cs2CO3), CC(C)(C)[S@@](=O)N ((R)-2-methylpropane-2-sulfinamide). As a reaction SMILES: [Cl:1][C:2]1[C:3]([F:10])=[C:4]([CH:7]=[CH:8][CH:9]=1)[CH:5]=O.C([O-])([O-])=O.[Cs+].[Cs+].[CH3:17][C:18]([S@:21]([NH2:23])=[O:22])([CH3:20])[CH3:19]>C(Cl)Cl.CCOC(C)=O>[Cl:1][C:2]1[C:3]([F:10])=[C:4]([CH:7]=[CH:8][CH:9]=1)/[CH:5]=[N:23]/[S@@:21]([C:18]([CH3:20])([CH3:19])[CH3:17])=[O:22] |f:1.2.3|. The yield is 106.5%. Reactants: [F-].C(CCC)[N+](CCCC)(CCCC)CCCC (tetra-n-butylammonium fluoride), crude product, BrC1=C2C(=CN=C1)N(N=C2)C (4-bromo-1-methyl-1H-pyrazolo[3,4-c]pyridine), BrC1=C2C(=CN=C1)N(N=C2)C (4-bromo-1-methyl-1H-pyrazolo[3,4-c]pyridine), FC1=C(C=C(C=C1)N)C#C[Si](C)(C)C (4-fluoro-3-trimethylsilanylethynyl-phenylamine). Reagents/catalysts: Cl[Pd]([P](C1=CC=CC=C1)(C2=CC=CC=C2)C3=CC=CC=C3)([P](C4=CC=CC=C4)(C5=CC=CC=C5)C6=CC=CC=C6)Cl (dichlorobis(triphenylphosphine)palladium), [Cu]I (copper (I) iodide). The solvent is 3c, C1CCOC1 (THF). Conditions: temperature 80 celsius. The product is FC1=C(C=C(C=C1)N)C#CC1=C2C(=CN=C1)N(N=C2)C (4-Fluoro-3-(1-methyl-1H-pyrazolo[3,4-c]pyridin-4-ylethynyl)-phenylamine). Reaction SMILES: Br[C:2]1[CH:7]=[N:6][CH:5]=[C:4]2[N:8]([CH3:11])[N:9]=[CH:10][C:3]=12.[F:12][C:13]1[CH:18]=[CH:17][C:16]([NH2:19])=[CH:15][C:14]=1[C:20]#[C:21][Si](C)(C)C.[F-].C([N+](CCCC)(CCCC)CCCC)CCC>C1COCC1.Cl[Pd](Cl)([P](C1C=CC=CC=1)(C1C=CC=CC=1)C1C=CC=CC=1)[P](C1C=CC=CC=1)(C1C=CC=CC=1)C1C=CC=CC=1.[Cu]I>[F:12][C:13]1[CH:18]=[CH:17][C:16]([NH2:19])=[CH:15][C:14]=1[C:20]#[C:21][C:2]1[CH:7]=[N:6][CH:5]=[C:4]2[N:8]([CH3:11])[N:9]=[CH:10][C:3]=12 |f:2.3,^1:51,70|. Reported procedure: In an adaption of GP 3c, 1000 mg of 4-bromo-1-methyl-1H-pyrazolo[3,4-c]pyridine (Intermediate 2.1, 4.7 mmol, 1 eq), 1590 mg 4-fluoro-3-trimethylsilanylethynyl-phenylamine (7.69 mmol, 1.63 eq.), 165 mg dichlorobis(triphenylphosphine)palladium (II) (PdCl2(PPh3)2) (0.24 mmol, 5 mol %) and 179 mg copper (I) iodide (0.94 mmol, 0.2 eq.) were dissolved in 8 mL THF (0.2 M) and treated with 16.5 mL tetra-n-butylammonium fluoride solution (1.0 M in THF, 16.5 mmol, 3.5 eq.). The resulting mixture was heate... RXN SMILES: [C:28]([Cl:29])(=[O:30])[CH2:31][CH2:32][CH2:33][CH2:34][CH2:35][CH2:36][CH2:37][CH:38]=[CH:39][CH2:40][CH2:41][CH2:42][CH2:43][CH2:44][CH2:45][CH2:46][CH3:47].[CH2:13]([CH2:14][CH2:15][CH2:16][CH2:17][CH2:18][CH2:19][CH2:20][CH2:21][CH2:22][CH2:23][CH2:24][CH2:25][CH3:26])[NH2:27].[O:1]=[CH:2][CH:3]([OH:4])[CH:5]([OH:6])[CH:7]([OH:8])[CH:9]([OH:10])[CH2:11][OH:12]>>[CH:2]1([NH:27][CH2:13][CH2:14][CH2:15][CH2:16][CH2:17][CH2:18][CH2:19][CH2:20][CH2:21][CH2:22][CH2:23][CH2:24][CH2:25][CH3:26])[CH:3]([OH:4])[CH:5]([OH:6])[CH:7]([OH:8])[CH:9]([CH2:11][OH:12])[O:10]1. Reactants: CCCCCCCCC=CCCCCCCCC(=O)Cl, CCCCCCCCCCCCCCN, O=CC(O)C(O)C(O)C(O)CO. Product: CCCCCCCCCCCCCCNC1OC(CO)C(O)C(O)C1O. Reactants: C(C)(=O)OC(C)=O (acetic anhydride), OC[C@]12CCC(C=C1CC[C@H]1[C@@H]3CCC([C@@]3(C)CC[C@H]21)=O)=O (19-Hydroxyandrost-4-ene-3,17-dione), O (water). Run in N1=CC=CC=C1 (pyridine). Yields the product C(C)(=O)OC[C@]12CCC(C=C1CC[C@H]1[C@@H]3CCC([C@@]3(C)CC[C@H]21)=O)=O (19-Acetoxyandrost-4-ene-3,17-dione). RXN SMILES: [OH:1][CH2:2][C@@:3]12[C@@H:20]3[C@H:11]([C@H:12]4[C@@:16]([CH2:18][CH2:19]3)([CH3:17])[C:15](=[O:21])[CH2:14][CH2:13]4)[CH2:10][CH2:9][C:8]1=[CH:7][C:6](=[O:22])[CH2:5][CH2:4]2.[C:23](OC(=O)C)(=[O:25])[CH3:24].O>N1C=CC=CC=1>[C:23]([O:1][CH2:2][C@@:3]12[C@@H:20]3[C@H:11]([C@H:12]4[C@@:16]([CH2:18][CH2:19]3)([CH3:17])[C:15](=[O:21])[CH2:14][CH2:13]4)[CH2:10][CH2:9][C:8]1=[CH:7][C:6](=[O:22])[CH2:5][CH2:4]2)(=[O:25])[CH3:24]. Procedure details: 19-Hydroxyandrost-4-ene-3,17-dione (50 g) dissolved in 100 ml of pyridine and 250 ml of acetic anhydride was swirled while being warmed on a steam bath. When solution was complete, the reaction was allowed to stand at room temperature. After two hours ice and water were added and the resultant oil was extracted into ethyl acetate. The organic phase was washed with water, dried over sodium sulfate, filtered, and concentrated in vacuo to give 58 g of the title compound as an amorphous solid. The p... Reactants: [OH-].[Na+] (sodium hydroxide), CCNC(=O)[C@@H]1CCCN1C(=O)[C@H](CCCNC(=N)N)NC(=O)[C@H](CC(C)C)NC(=O)[C@@H](CC(C)C)NC(=O)[C@H](CC=2C=CC(=CC2)O)NC(=O)[C@H](CO)NC(=O)[C@H](CC3=CNC4=C3C=CC=C4)NC(=O)[C@H](CC5=CNC=N5)NC(=O)[C@@H]6CCC(=O)N6.CC(=O)O (leuprolide acetate), 237-T, hydroxide ion, CCC1(CCC(=O)NC1=O)C2=CC=C(C=C2)N (AG-1), chloride ion. The solvent is CO (methanol). The product is CCNC(=O)[C@@H]1CCCN1C(=O)[C@H](CCCNC(=N)N)NC(=O)[C@H](CC(C)C)NC(=O)[C@@H](CC(C)C)NC(=O)[C@H](CC=2C=CC(=CC2)O)NC(=O)[C@H](CO)NC(=O)[C@H](CC3=CNC4=C3C=CC=C4)NC(=O)[C@H](CC5=CNC=N5)NC(=O)[C@@H]6CCC(=O)N6 (leuprolide). Reaction SMILES: [CH3:1][CH2:2][NH:3][C:4]([C@H:6]1[N:10]([C:11]([C@@H:13]([NH:21][C:22]([C@@H:24]([NH:29][C:30]([C@H:32]([NH:37][C:38]([C@@H:40]([NH:49][C:50]([C@@H:52]([NH:55][C:56]([C@@H:58]([NH:69][C:70]([C@@H:72]([NH:79][C:80]([C@H:82]2[NH:87][C:85](=[O:86])[CH2:84][CH2:83]2)=[O:81])[CH2:73][C:74]2[N:78]=[CH:77][NH:76][CH:75]=2)=[O:71])[CH2:59][C:60]2[C:64]3[CH:65]=[CH:66][CH:67]=[CH:68][C:63]=3[NH:62][CH:61]=2)=[O:57])[CH2:53][OH:54])=[O:51])[CH2:41][C:42]2[CH:43]=[CH:44][C:45]([OH:48])=[CH:46][CH:47]=2)=[O:39])[CH2:33][CH:34]([CH3:36])[CH3:35])=[O:31])[CH2:25][CH:26]([CH3:28])[CH3:27])=[O:23])[CH2:14][CH2:15][CH2:16][NH:17][C:18]([NH2:20])=[NH:19])=[O:12])[CH2:9][CH2:8][CH2:7]1)=[O:5].CC(O)=O.CCC1(C2C=CC(N)=CC=2)C(=O)NC(=O)CC1.[OH-].[Na+]>CO>[CH3:1][CH2:2][NH:3][C:4]([C@H:6]1[N:10]([C:11]([C@@H:13]([NH:21][C:22]([C@@H:24]([NH:29][C:30]([C@H:32]([NH:37][C:38]([C@@H:40]([NH:49][C:50]([C@@H:52]([NH:55][C:56]([C@@H:58]([NH:69][C:70]([C@@H:72]([NH:79][C:80]([C@H:82]2[NH:87][C:85](=[O:86])[CH2:84][CH2:83]2)=[O:81])[CH2:73][C:74]2[N:78]=[CH:77][NH:76][CH:75]=2)=[O:71])[CH2:59][C:60]2[C:64]3[CH:65]=[CH:66][CH:67]=[CH:68][C:63]=3[NH:62][CH:61]=2)=[O:57])[CH2:53][OH:54])=[O:51])[CH2:41][C:42]2[CH:47]=[CH:46][C:45]([OH:48])=[CH:44][CH:43]=2)=[O:39])[CH2:33][CH:34]([CH3:36])[CH3:35])=[O:31])[CH2:25][CH:26]([CH3:28])[CH3:27])=[O:23])[CH2:14][CH2:15][CH2:16][NH:17][C:18]([NH2:20])=[NH:19])=[O:12])[CH2:9][CH2:8][CH2:7]1)=[O:5] |f:0.1,3.4|. Reported procedure: A solution of 1 gram of leuprolide acetate in 15 ml of methanol was loaded onto an anion exchange resin in the hydroxide ion form (Bio-Rad AG-1×2, 200-400 mesh, Bio-Rad Laboratories, 237-T Putnam Ave., Cambridge, Mass. 02139). The resin column had been prepared by passing a solution of 0.5M methanolic sodium hydroxide through a column of the resinin chloride ion form, as obtained from the manufacturer. The free base formof leuprolide was eluted from the column with methanol and the solvent remov... Starting materials: [Si](C)(C)(C(C)(C)C)O[C@@H]([C@H](CC1=CC(=CC=C1)F)N[S@@](=O)C(C)(C)C)CO[Si](C)(C)C(C)(C)C ((S)—N-((2S,3S)-3,4-bis(tert-butyldimethylsilyloxy)-1-(3-fluorophenyl)butan-2-yl)-2-methylpropane-2-sulfinamide), anisaldehyde amine, primary alcohol, COC=1C=CC(=CC1)C=O (anisaldehyde), O(C(=O)OC(C)(C)C)C(=O)OC(C)(C)C ((BOC)2O), TBS ether, Cl (HCl), TEA. Solvent: CCO (EtOH), C(C)OCC (diethyl ether). Reaction conditions: temperature 0 celsius, time 15 minute. Yields the product [Si](C)(C)(C(C)(C)C)O[C@@H]([C@H](CC1=CC(=CC=C1)F)NC(OC(C)(C)C)=O)CO (tert-Butyl (2S,3S)-3-(tert-butyldimethylsilyloxy)-1-(3-fluorophenyl)-4-hydroxybutan-2-ylcarbamate). Reaction SMILES: [Si:1]([O:8][C@H:9]([CH2:26][O:27][Si](C(C)(C)C)(C)C)[C@@H:10]([NH:19][S@](C(C)(C)C)=O)[CH2:11][C:12]1[CH:17]=[CH:16][CH:15]=[C:14]([F:18])[CH:13]=1)([C:4]([CH3:7])([CH3:6])[CH3:5])([CH3:3])[CH3:2].Cl.COC1C=CC(C=O)=CC=1.[O:46](C(OC(C)(C)C)=O)[C:47]([O:49][C:50]([CH3:53])([CH3:52])[CH3:51])=O>C(OCC)C.CCO>[Si:1]([O:8][C@H:9]([CH2:26][OH:27])[C@@H:10]([NH:19][C:47](=[O:46])[O:49][C:50]([CH3:53])([CH3:52])[CH3:51])[CH2:11][C:12]1[CH:17]=[CH:16][CH:15]=[C:14]([F:18])[CH:13]=1)([C:4]([CH3:5])([CH3:7])[CH3:6])([CH3:2])[CH3:3]. Procedure: To a 500 mL RBF containing (S)—N-((2S,3S)-3,4-bis(tert-butyldimethylsilyloxy)-1-(3-fluorophenyl)butan-2-yl)-2-methylpropane-2-sulfinamide (2.600 g, 4.9 mmol) was added EtOH (25 ml) and the mixture was allowed to stir at 0° C. for 15 min. At this time, HCl (4N in dioxane) (3.7 ml, 15 mmol) was added via syringe. The reaction was monitored at 1 h by LC/MS 76877-2-1 and tlc (100% EtOAC amino bis TBS; Rf=0.80 UV active stains orange to anisaldehyde amine with primary alcohol deprotected Rf=0.45 to 0... Product: FC1=C(C=CC(=C1)N1C(O[C@H](C1)CNC(C)=O)=O)C1=CC=C(C=C1)CNCC=1N=NNC1 ((5S)—N-[3-(2-fluoro-4′-{[(1H-[1,2,3]triazol-4-ylmethyl)-amino]-methyl}-biphenyl-4-yl)-2-oxo-oxazolidin-5-ylmethyl]-acetamide). Reported procedure: A solution of the crude regioisomeric mixture of (5S)—N-{3-[2-fluoro-4′-({[1-(4-methoxy-benzyl)-1H-[1,2,3]triazol-4-ylmethyl]-amino}-methyl)-biphenyl-4-yl]-2-oxo-oxazolidin-1-ylmethyl}-acetamide hydrochloride and (5S)—N-{3-[2-fluoro-4′-({[1-(4-methoxy-benzyl)-1H-[1,2,3]triazol-5-ylmethyl]-amino}-methyl)-biphenyl-4-yl]-2-oxo-oxazolidin-5-ylmethyl}-acetamide hydrochloride (1013 and 1014, 29.17 g, 49.07 mmol) in trifluoroacetic acid (TFA, 150 mL) was warmed up to 65-70° C., and the resulting reacti... Reaction conditions: temperature 67.5 celsius, time 12 hour. Starting materials: (5S)—N-{3-[2-fluoro-4′-({[1-(4-methoxy-benzyl)-1H-[1,2,3]triazol-4-ylmethyl]-amino}-methyl)-biphenyl-4-yl]-2-oxo-oxazolidin-1-ylmethyl}-acetamide hydrochloride, Cl.FC1=C(C=CC(=C1)N1C(O[C@H](C1)CNC(C)=O)=O)C1=CC=C(C=C1)CNCC1=CN=NN1CC1=CC=C(C=C1)OC ((5S)—N-{3-[2-fluoro-4′-({[1-(4-methoxy-benzyl)-1H-[1,2,3]triazol-5-ylmethyl]-amino}-methyl)-biphenyl-4-yl]-2-oxo-oxazolidin-5-ylmethyl}-acetamide hydrochloride). RXN SMILES: Cl.[F:2][C:3]1[CH:8]=[C:7]([N:9]2[CH2:13][C@H:12]([CH2:14][NH:15][C:16](=[O:18])[CH3:17])[O:11][C:10]2=[O:19])[CH:6]=[CH:5][C:4]=1[C:20]1[CH:25]=[CH:24][C:23]([CH2:26][NH:27][CH2:28][C:29]2[N:33](CC3C=CC(OC)=CC=3)[N:32]=[N:31][CH:30]=2)=[CH:22][CH:21]=1>FC(F)(F)C(O)=O>[F:2][C:3]1[CH:8]=[C:7]([N:9]2[CH2:13][C@H:12]([CH2:14][NH:15][C:16](=[O:18])[CH3:17])[O:11][C:10]2=[O:19])[CH:6]=[CH:5][C:4]=1[C:20]1[CH:25]=[CH:24][C:23]([CH2:26][NH:27][CH2:28][C:29]2[N:33]=[N:32][NH:31][CH:30]=2)=[CH:22][CH:21]=1 |f:0.1|. Run in FC(C(=O)O)(F)F (trifluoroacetic acid). The solvent is C1CCOC1 (THF). RXN SMILES: [F:1][C:2]([F:31])([F:30])[C:3]1[CH:4]=[C:5]([C@H:13]2[O:17][C:16](=[O:18])[N:15]([CH2:19][C:20]3[C:25](Br)=[CH:24][N:23]=[C:22]([S:27][CH3:28])[N:21]=3)[C@H:14]2[CH3:29])[CH:6]=[C:7]([C:9]([F:12])([F:11])[F:10])[CH:8]=1.[B:32]1(B2OC(C)(C)CC(C)O2)[O:37]C(C)(C)CC(C)[O:33]1.C1(P(C2CCCCC2)C2CCCCC2)CCCCC1.C([O-])(=O)C.[K+]>C1COCC1>[F:1][C:2]([F:31])([F:30])[C:3]1[CH:4]=[C:5]([C@H:13]2[O:17][C:16](=[O:18])[N:15]([CH2:19][C:20]3[C:25]([B:32]([OH:37])[OH:33])=[CH:24][N:23]=[C:22]([S:27][CH3:28])[N:21]=3)[C@H:14]2[CH3:29])[CH:6]=[C:7]([C:9]([F:12])([F:11])[F:10])[CH:8]=1 |f:3.4|. The product is FC(C=1C=C(C=C(C1)C(F)(F)F)[C@@H]1[C@@H](N(C(O1)=O)CC1=NC(=NC=C1B(O)O)SC)C)(F)F ([4-({(4S,5R)-5-[3,5-bis(trifluoromethyl)phenyl]-4-methyl-2-oxo-1,3-oxazolidin-3-yl}methyl)-2-(methylsulfanyl)pyrimidin-5-yl]boronic acid). Reactants: FC(C=1C=C(C=C(C1)C(F)(F)F)[C@@H]1[C@@H](N(C(O1)=O)CC1=NC(=NC=C1Br)SC)C)(F)F ((4S,5R)-5-[3,5-bis(trifluoromethyl)phenyl]-3-{[5-bromo-2-(methylsulfanyl)pyrimidin-4-yl]methyl}-4-methyl-1,3-oxazolidin-2-one), B1(OC(CC(O1)(C)C)C)B2OC(CC(O2)(C)C)C (bis(hexyleneglycolato)diboron), C1(CCCCC1)P(C1CCCCC1)C1CCCCC1 (tricyclohexylphosphine), C(C)(=O)[O-].[K+] (potassium acetate), 1,1bis(di-tert-butylphosphino)ferrocene palladium dichloride. Procedure details: (4S,5R)-5-[3,5-bis(trifluoromethyl)phenyl]-3-{[5-bromo-2-(methylsulfanyl)pyrimidin-4-yl]methyl}-4-methyl-1,3-oxazolidin-2-one (400 mg, 0.754 mmol), bis(hexyleneglycolato)diboron (249 mg, 0.981 mmol), tricyclohexylphosphine (85 mg, 0.302 mmol), potassium acetate (163 mg, 1.659 mmol), 1,1bis(di-tert-butylphosphino)ferrocene palladium dichloride (51.3 mg, 0.075 mmol) and THF (10 mL) were sealed in a microwave vessel and subject to microwave irradiation at 140° C. for 60 min. LCMS indicated complete...